This data is from the Open Reaction Database (ORD), a public repository of structured organic reaction records. The task is: describe an organic reaction: reactants, conditions, products, and yield Starting materials: C(C)(=O)C1=C(N=C(N1)C1=CC=C(C=C1)OC)C (5-Acetyl-2-(4-methoxyphenyl)-4-methylimidazole), C(C)(=O)O (acetic acid), Br (HBr), C(=O)(O)[O-].[Na+] (NaHCO3). The solvent is O (H2O). Product: C(C)(=O)C1=C(N=C(N1)C1=CC=C(C=C1)O)C (5-Acetyl-2-(4-hydroxyphenyl)-4-methylimidazole). Isolated yield 98.3%. RXN SMILES: [C:1]([C:4]1[NH:8][C:7]([C:9]2[CH:14]=[CH:13][C:12]([O:15]C)=[CH:11][CH:10]=2)=[N:6][C:5]=1[CH3:17])(=[O:3])[CH3:2].C(O)(=O)C.Br.C([O-])(O)=O.[Na+]>O>[C:1]([C:4]1[NH:8][C:7]([C:9]2[CH:14]=[CH:13][C:12]([OH:15])=[CH:11][CH:10]=2)=[N:6][C:5]=1[CH3:17])(=[O:3])[CH3:2] |f:3.4|. Procedure details: A solution of 45 (1.0 g, 0.004 mol), glacial acetic acid (5.33 ml) and 48% HBr (22 ml) was heated at reflux for 3 hours with stirring. The reaction was cooled in an ice bath and the yellow precipitate was collected and combined with the residue resulting from concentration of the mother liquor. The solid was suspended in H2O (15 ml) and saturated NaHCO3 solution (41 ml) and stirred at ambient temperature overnight. The solids were collected, washed with H2O, and dried to yield 850 mg (98.4%) of ... Reactants: C(C1=CC=CC=C1)OC(NC1(CC1)C1=NOC(=N1)C(F)(F)F)=O ([1-(5-Trifluoromethyl-1,2,4-oxadiazol-3-yl)-cyclopropyl]-carbamic acid benzyl ester), Br (HBr). Solvent: C(C)(=O)O (acetic acid), CCOCC (Et2O). Run at time 30 minute. Yields the product Br.FC(C1=NC(=NO1)C1(CC1)N)(F)F (1-(5-trifluoromethyl-1,2,4-oxadiazol-3-yl)-cyclopropylamine hydrobromide). RXN SMILES: C(OC(=O)[NH:10][C:11]1([C:14]2[N:18]=[C:17]([C:19]([F:22])([F:21])[F:20])[O:16][N:15]=2)[CH2:13][CH2:12]1)C1C=CC=CC=1.[BrH:24]>C(O)(=O)C.CCOCC>[BrH:24].[F:22][C:19]([F:20])([F:21])[C:17]1[O:16][N:15]=[C:14]([C:11]2([NH2:10])[CH2:12][CH2:13]2)[N:18]=1 |f:4.5|. Reported procedure: [1-(5-Trifluoromethyl-1,2,4-oxadiazol-3-yl)-cyclopropyl]-carbamic acid benzyl ester (0.22 g, 0.67 mmol) was dissolved in 33% HBr in acetic acid (0.5 mL) and the reaction allowed to stir for 30 min at RT. The mixture was diluted with Et2O resulting is formation of a white precipitate. The majority of the liquid was decanted off and the residue concentrated under reduce pressure to give 1-(5-trifluoromethyl-1,2,4-oxadiazol-3-yl)-cyclopropylamine hydrobromide (0.19 g, 0.69 mmol) as an orange solid. Reactants: CC#N, O=C(Cl)C1CC1, CCN(C(C)C)C(C)C, Cl, Cc1nc2ccc(CN)cc2c(=O)n1C1CCC(=O)NC1=O. Yields the product Cc1nc2ccc(CNC(=O)C3CC3)cc2c(=O)n1C1CCC(=O)NC1=O. RXN SMILES: [CH3:39][C:40]#[N:41].[CH:24]1([C:27](=[O:28])[Cl:29])[CH2:25][CH2:26]1.[CH:30]([N:31]([CH2:32][CH3:33])[CH:34]([CH3:35])[CH3:36])([CH3:37])[CH3:38].[ClH:1].[NH2:2][CH2:3][c:4]1[cH:5][c:6]2[c:7](=[O:23])[n:8]([CH:15]3[C:16](=[O:22])[NH:17][C:18](=[O:21])[CH2:19][CH2:20]3)[c:9]([CH3:14])[n:10][c:11]2[cH:12][cH:13]1>>[NH:2]([CH2:3][c:4]1[cH:5][c:6]2[c:7](=[O:23])[n:8]([CH:15]3[C:16](=[O:22])[NH:17][C:18](=[O:21])[CH2:19][CH2:20]3)[c:9]([CH3:14])[n:10][c:11]2[cH:12][cH:13]1)[C:27]([CH:24]1[CH2:25][CH2:26]1)=[O:28]. Starting materials: CC(=O)O[BH-](OC(C)=O)OC(C)=O, COC(CN)OC, CC(=O)O, CO, [Na+], O=Cc1ccc(-n2ccnc2)cc1. Product: COC(CNCc1ccc(-n2ccnc2)cc1)OC. RXN SMILES: [C:25]([O:26][BH-:27]([O:28][C:29](=[O:30])[CH3:31])[O:32][C:33](=[O:34])[CH3:35])(=[O:36])[CH3:37].[CH3:1][O:2][CH:3]([CH2:4][NH2:5])[O:6][CH3:7].[CH3:21][C:22](=[O:23])[OH:24].[CH3:39][OH:40].[Na+:38].[n:8]1(-[c:13]2[cH:14][cH:15][c:16]([CH:17]=[O:18])[cH:19][cH:20]2)[cH:9][n:10][cH:11][cH:12]1>>[CH3:1][O:2][CH:3]([CH2:4][NH:5][CH2:17][c:16]1[cH:15][cH:14][c:13](-[n:8]2[cH:9][n:10][cH:11][cH:12]2)[cH:20][cH:19]1)[O:6][CH3:7].